From a dataset of the Open Reaction Database (ORD), a public repository of structured organic reaction records. describe an organic reaction: reactants, conditions, products, and yield Reactants: CCNC(=O)C1OC(OC(C)=O)C(OC(=O)c2ccccc2)C1OC(=O)c1ccccc1, CC(Cl)(Cl)Cl, Cc1ccccc1, CCOC(C)=O, C[Si](C)(C)OS(=O)(=O)C(F)(F)F, COC(=O)c1nc(NCC(c2ccccc2)c2ccccc2)c2nc[nH]c2n1. Yields the product CCNC(=O)C1OC(n2cnc3c(NCC(c4ccccc4)c4ccccc4)nc(C(=O)OC)nc32)C(OC(=O)c2ccccc2)C1OC(=O)c1ccccc1. Reaction SMILES: [C:29]([c:30]1[cH:31][cH:32][cH:33][cH:34][cH:35]1)(=[O:36])[O:37][CH:38]1[CH:39]([C:56](=[O:57])[NH:58][CH2:59][CH3:60])[O:40][CH:41]([O:52][C:53](=[O:54])[CH3:55])[CH:42]1[O:43][C:44]([c:45]1[cH:46][cH:47][cH:48][cH:49][cH:50]1)=[O:51].[CH3:73][C:74]([Cl:75])([Cl:76])[Cl:77].[CH3:78][c:79]1[cH:80][cH:81][cH:82][cH:83][cH:84]1.[CH3:85][CH2:86][O:87][C:88](=[O:89])[CH3:90].[F:61][C:62]([F:63])([F:64])[S:65]([O:66][Si:67]([CH3:68])([CH3:69])[CH3:70])(=[O:71])=[O:72].[c:1]1([CH:7]([CH2:8][NH:9][c:10]2[c:11]3[n:12][cH:13][nH:14][c:15]3[n:16][c:17]([C:19](=[O:20])[O:21][CH3:22])[n:18]2)[c:23]2[cH:24][cH:25][cH:26][cH:27][cH:28]2)[cH:2][cH:3][cH:4][cH:5][cH:6]1>>[c:1]1([CH:7]([CH2:8][NH:9][c:10]2[c:11]3[n:12][cH:13][n:14]([CH:41]4[O:40][CH:39]([C:56](=[O:57])[NH:58][CH2:59][CH3:60])[CH:38]([O:37][C:29]([c:30]5[cH:31][cH:32][cH:33][cH:34][cH:35]5)=[O:36])[CH:42]4[O:43][C:44]([c:45]4[cH:46][cH:47][cH:48][cH:49][cH:50]4)=[O:51])[c:15]3[n:16][c:17]([C:19](=[O:20])[O:21][CH3:22])[n:18]2)[c:23]2[cH:24][cH:25][cH:26][cH:27][cH:28]2)[cH:2][cH:3][cH:4][cH:5][cH:6]1. Starting materials: OC(CCCCC1C2CC(CC2CC1)=O)CC (2-(5-hydroxyhept-1-yl)bicyclo[3.3.0]octan-7-one), [Cr](=O)(=O)([O-])O[Cr](=O)(=O)[O-].[NH+]1=CC=CC=C1.[NH+]1=CC=CC=C1 (pyridinium dichromate), OC(CCCCC1C2CC(CC2CC1)=O)CC (2-(5-hydroxyhept-1-yl)bicyclo[3.3.0]octan-7-one), OC(CCCCC1C2CC(CC2CC1)=O)CC (hexahydro-4-(5-hydroxyheptyl)-2(1H)-pentalenone). The solvent is C(Cl)Cl (methylene chloride). Yields the product O=C(CCCCC1C2CC(CC2CC1)=O)CC (2-(5-oxohept-1-yl)bicyclo[3.3.0]octan-7-one). As a reaction SMILES: [OH:1][CH:2]([CH2:16][CH3:17])[CH2:3][CH2:4][CH2:5][CH2:6][CH:7]1[CH2:14][CH2:13][CH:12]2[CH:8]1[CH2:9][C:10](=[O:15])[CH2:11]2.[Cr](O[Cr]([O-])(=O)=O)([O-])(=O)=O.[NH+]1C=CC=CC=1.[NH+]1C=CC=CC=1>C(Cl)Cl>[O:1]=[C:2]([CH2:16][CH3:17])[CH2:3][CH2:4][CH2:5][CH2:6][CH:7]1[CH2:14][CH2:13][CH:12]2[CH:8]1[CH2:9][C:10](=[O:15])[CH2:11]2 |f:1.2.3|. Procedure: The procedure followed is the same as that described in Example 13 substituting the starting material from Example 3, 2-(5-hydroxyhept-1-yl)bicyclo[3.3.0]octan-7-one {hexahydro-4-(5-hydroxyheptyl)-2(1H)-pentalenone} (2.0 g, 8.4 mmoles) and pyridinium dichromate (4.7 g, 12.6 mmoles) in methylene chloride (10 ml). The crude product is chromatographed on silica gel and subsequently kugelrohred under vacuum leaving a clear, colorless oil (1.7 g, 7.1 mmoles).